From a dataset of the Open Reaction Database (ORD), a public repository of structured organic reaction records. describe an organic reaction: reactants, conditions, products, and yield The reactants are C(C)(=O)OCC1=C(C=CC=C1N1C(C2=CC=3CC(CC3N2CC1)(C)C)=O)Br (2-Bromo-6-(9-oxo-4,4-dimethyl-1,10-diazatricyclo[6.4.0.02,6]dodeca-2(6),7-dien-10-yl)benzyl Acetate), C(C)N1CCN(CC1)C=1C=CC(=NC1)NC=1C(N(C=C(C1)B1OC(C(O1)(C)C)(C)C)C)=O (3-(5-(4-Ethylpiperazin-1-yl)pyridin-2-ylamino)-1-methyl-5-(4,4,5,5-tetramethyl-1,3,2-dioxaborolan-2-yl)pyridin-2(1H)-one), C(=O)([O-])[O-].[Na+].[Na+] (Na2CO3), COCCOC (DME). Reagents/catalysts: C=1C=CC(=CC1)[P](C=2C=CC=CC2)(C=3C=CC=CC3)[Pd]([P](C=4C=CC=CC4)(C=5C=CC=CC5)C=6C=CC=CC6)([P](C=7C=CC=CC7)(C=8C=CC=CC8)C=9C=CC=CC9)[P](C=1C=CC=CC1)(C=1C=CC=CC1)C=1C=CC=CC1 (Pd(PPh3)4). Run in C(Cl)Cl (methylene chloride). The product is C(C)N1CCN(CC1)C=1C=CC(=NC1)NC1=CC(=CN(C1=O)C)C=1C(=C(C=CC1)N1C(C2=CC=3CC(CC3N2CC1)(C)C)=O)COC(C)=O (10-[3-(5-{[5-(4-Ethylpiperazin-1-yl)pyridine-2-yl]amino}-1-methyl-6-oxo-1,6-dihydropyridin-3-yl)-2-(acetoxymethyl)phenyl]-4,4-dimethyl-1,10-diazatricyclo[6.4.0.02,6 ]dodeca-2(6),7-dien-9-one). Reaction SMILES: [C:1]([O:4][CH2:5][C:6]1[C:11]([N:12]2[CH2:23][CH2:22][N:21]3[C:14](=[CH:15][C:16]4[CH2:17][C:18]([CH3:25])([CH3:24])[CH2:19][C:20]=43)[C:13]2=[O:26])=[CH:10][CH:9]=[CH:8][C:7]=1Br)(=[O:3])[CH3:2].[CH2:28]([N:30]1[CH2:35][CH2:34][N:33]([C:36]2[CH:37]=[CH:38][C:39]([NH:42][C:43]3[C:44](=[O:59])[N:45]([CH3:58])[CH:46]=[C:47](B4OC(C)(C)C(C)(C)O4)[CH:48]=3)=[N:40][CH:41]=2)[CH2:32][CH2:31]1)[CH3:29].C([O-])([O-])=O.[Na+].[Na+].COCCOC>C1C=CC([P]([Pd]([P](C2C=CC=CC=2)(C2C=CC=CC=2)C2C=CC=CC=2)([P](C2C=CC=CC=2)(C2C=CC=CC=2)C2C=CC=CC=2)[P](C2C=CC=CC=2)(C2C=CC=CC=2)C2C=CC=CC=2)(C2C=CC=CC=2)C2C=CC=CC=2)=CC=1.C(Cl)Cl>[CH2:28]([N:30]1[CH2:35][CH2:34][N:33]([C:36]2[CH:37]=[CH:38][C:39]([NH:42][C:43]3[C:44](=[O:59])[N:45]([CH3:58])[CH:46]=[C:47]([C:7]4[C:6]([CH2:5][O:4][C:1](=[O:3])[CH3:2])=[C:11]([N:12]5[CH2:23][CH2:22][N:21]6[C:14](=[CH:15][C:16]7[CH2:17][C:18]([CH3:24])([CH3:25])[CH2:19][C:20]=76)[C:13]5=[O:26])[CH:10]=[CH:9][CH:8]=4)[CH:48]=3)=[N:40][CH:41]=2)[CH2:32][CH2:31]1)[CH3:29] |f:2.3.4,^1:75,77,96,115|. Procedure: To a microwave tube equipped with a stirring bar, bromide 167f (150 mg, 0.348 mmol), 190a (306 mg, 0.696 mmol), Pd(PPh3)4 (40.2 mg, 0.0348 mmol), Na2CO3 aqueous solution (1.0 N, 1.15 mL, 1.15 mmol), DME (4 mL) were added. The mixture was reacted in microwave at 130° C. for 10 min. methylene chloride (200 mL) was added and the resulting mixture was washed with water (3×30 mL), brine (30 mL×1), dried over MgSO4, filtered, and removed solvent in vacuo. Silica gel column chromatography (methanol:met... Starting materials: CC(=O)O[BH-](OC(C)=O)OC(C)=O, CCOC(=O)c1sc(-c2cccc(N)c2)c(Br)c1OCC(=O)OC(C)(C)C, CC1(C)CC(=O)CC(C)(C)C1, CC(=O)O, [Na+]. Product: CCOC(=O)c1sc(-c2cccc(NC3CC(C)(C)CC(C)(C)C3)c2)c(Br)c1OCC(=O)OC(C)(C)C. As a reaction SMILES: [C:39]([O:40][BH-:41]([O:42][C:43](=[O:44])[CH3:45])[O:46][C:47](=[O:48])[CH3:49])(=[O:50])[CH3:51].[CH2:1]([CH3:2])[O:3][C:4](=[O:5])[c:6]1[s:7][c:8](-[c:21]2[cH:22][c:23]([NH2:27])[cH:24][cH:25][cH:26]2)[c:9]([Br:20])[c:10]1[O:11][CH2:12][C:13](=[O:14])[O:15][C:16]([CH3:17])([CH3:18])[CH3:19].[CH3:28][C:29]1([CH3:38])[CH2:30][C:31](=[O:37])[CH2:32][C:33]([CH3:35])([CH3:36])[CH2:34]1.[CH3:53][C:54](=[O:55])[OH:56].[Na+:52]>>[CH2:1]([CH3:2])[O:3][C:4](=[O:5])[c:6]1[s:7][c:8](-[c:21]2[cH:22][c:23]([NH:27][CH:31]3[CH2:30][C:29]([CH3:28])([CH3:38])[CH2:34][C:33]([CH3:35])([CH3:36])[CH2:32]3)[cH:24][cH:25][cH:26]2)[c:9]([Br:20])[c:10]1[O:11][CH2:12][C:13](=[O:14])[O:15][C:16]([CH3:17])([CH3:18])[CH3:19]. The reactants are OCC1=C(C=CC=C1)C(C)O (1-(2-Hydroxymethyl-phenyl)-ethanol), S(=O)(Cl)Cl (Thionyl chloride), C(Cl)Cl (DCM). The product is ClC(C)C1=C(C=CC=C1)CCl (1-(1-Chloro-ethyl)-2-chloromethyl-benzene). Reaction SMILES: OC[C:3]1[CH:8]=[CH:7][CH:6]=[CH:5][C:4]=1[CH:9](O)[CH3:10].S(Cl)([Cl:14])=O.[CH2:16]([Cl:18])Cl>>[Cl:14][CH:9]([C:4]1[CH:5]=[CH:6][CH:7]=[CH:8][C:3]=1[CH2:16][Cl:18])[CH3:10]. Procedure: 1-(2-Hydroxymethyl-phenyl)-ethanol (prepared according to the procedure described in P. Canonne et al., Tetrahedron 44 (1988), 2903-2912) (0.376 g, 2.47 mmol) was dissolved in DCM. Thionyl chloride (2.94 g, 24 mmol) was added and allowed to react for 1 h. The mixture was partitioned between EA and an excess of an aqueous sodium hydrogencarbonate solution. The combined organic extracts were dried over sodium sulfate, filtered and evaporated to dryness in vacuo. The residue was purified by silica ... Starting materials: CC(=O)Nc1ccc(C(=O)O)cc1, CN(C)C=O, CCOC(C)=O, O=C(Cl)C(=O)Cl, CC(=O)Nc1ccc(C(=O)Nc2ccccc2[N+](=O)[O-])cc1, Nc1ccccc1[N+](=O)[O-], [Na+], [OH-], c1ccncc1. The product is CC(=O)Nc1ccc(C(=O)Nc2ccccc2N)cc1. RXN SMILES: [C:34]([NH:35][c:36]1[cH:37][cH:38][c:39]([C:40]([OH:41])=[O:42])[cH:43][cH:44]1)(=[O:45])[CH3:46].[CH3:29][N:30]([CH3:31])[CH:32]=[O:33].[CH3:65][CH2:66][O:67][C:68](=[O:69])[CH3:70].[Cl:23][C:24]([C:25]([Cl:26])=[O:27])=[O:28].[N+:1]([O-:2])(=[O:3])[c:4]1[c:5]([NH:10][C:11]([c:12]2[cH:13][cH:14][c:15]([NH:18][C:19]([CH3:20])=[O:21])[cH:16][cH:17]2)=[O:22])[cH:6][cH:7][cH:8][cH:9]1.[N+:53]([c:54]1[cH:55][cH:56][cH:57][cH:58][c:59]1[NH2:60])([O-:61])=[O:62].[Na+:64].[OH-:63].[cH:47]1[cH:48][cH:49][n:50][cH:51][cH:52]1>>[NH2:1][c:4]1[c:5]([NH:10][C:11]([c:12]2[cH:13][cH:14][c:15]([NH:18][C:19]([CH3:20])=[O:21])[cH:16][cH:17]2)=[O:22])[cH:6][cH:7][cH:8][cH:9]1. Starting materials: CCOC(=O)CCC1CCCOC1, CC(C)C[AlH]CC(C)C. Product: O=CCCC1CCCOC1. As a reaction SMILES: [CH2:1]([O:3][C:4](=[O:2])[CH2:5][CH2:6][CH:7]1[CH2:8][O:9][CH2:10][CH2:11][CH2:12]1)[CH3:13].[CH3:14][CH:15]([CH2:16][AlH:17][CH2:18][CH:19]([CH3:20])[CH3:21])[CH3:22]>>[O:3]=[CH:4][CH2:5][CH2:6][CH:7]1[CH2:8][O:9][CH2:10][CH2:11][CH2:12]1. Reactants: O=C([O-])[O-], CCCCCCCO, CCCCCCCCCCCC, Cc1ccccc1C, Cc1cc(C)cc(I)c1, [Cs+], [Cs+], [Cu]I, c1cnc2c(c1)ccc1cccnc12. Yields the product CCCCCCCOc1cc(C)cc(C)c1. RXN SMILES: [C:32](=[O:33])([O-:34])[O-:35].[CH2:1]([CH2:2][CH2:3][CH2:4][CH2:5][CH2:6][CH3:7])[OH:8].[CH3:38][CH2:39][CH2:40][CH2:41][CH2:42][CH2:43][CH2:44][CH2:45][CH2:46][CH2:47][CH2:48][CH3:49].[CH3:52][c:53]1[c:54]([CH3:55])[cH:56][cH:57][cH:58][cH:59]1.[CH3:9][c:10]1[cH:11][c:12]([I:17])[cH:13][c:14]([CH3:16])[cH:15]1.[Cs+:36].[Cs+:37].[Cu:50][I:51].[cH:18]1[cH:19][c:20]2[cH:21][cH:22][c:23]3[c:24]([c:25]2[n:26][cH:27]1)[n:28][cH:29][cH:30][cH:31]3>>[CH2:1]([CH2:2][CH2:3][CH2:4][CH2:5][CH2:6][CH3:7])[O:8][c:12]1[cH:11][c:10]([CH3:9])[cH:15][c:14]([CH3:16])[cH:13]1. Reactants: BrC1=CC(=C(C=C1)C(=O)N1CCN(CC1)C1=C(C=C(C=C1)C)C)N1S(CCC1)(=O)=O ([4-bromo-2-(1,1-dioxoisothiazolidin-2-yl)phenyl][4-(2,4-dimethylphenyl)piperazin-1-yl]methanone), O=C1OC[C@H](N1)COC(C1=CC=CC=C1)=O (benzoic acid (R)-2-oxooxazolidin-4-ylmethyl ester). Yields the product C(C1=CC=CC=C1)(=O)OC[C@H]1N(C(OC1)=O)C1=CC(=C(C=C1)C(=O)N1CCN(CC1)C1=C(C=C(C=C1)C)C)N1S(CCC1)(=O)=O ((R)-4-benzoyloxymethyl-3-{4-[4-(2,4-dimethylphenyl)piperazine-1-carbonyl]-3-(1,1-dioxoisothiazolidin-2-yl)phenyl}oxazolidin-2-one). Yield: 95.9%. As a reaction SMILES: Br[C:2]1[CH:7]=[CH:6][C:5]([C:8]([N:10]2[CH2:15][CH2:14][N:13]([C:16]3[CH:21]=[CH:20][C:19]([CH3:22])=[CH:18][C:17]=3[CH3:23])[CH2:12][CH2:11]2)=[O:9])=[C:4]([N:24]2[CH2:28][CH2:27][CH2:26][S:25]2(=[O:30])=[O:29])[CH:3]=1.[O:31]=[C:32]1[NH:36][C@H:35]([CH2:37][O:38][C:39](=[O:46])[C:40]2[CH:45]=[CH:44][CH:43]=[CH:42][CH:41]=2)[CH2:34][O:33]1>>[C:39]([O:38][CH2:37][C@@H:35]1[CH2:34][O:33][C:32](=[O:31])[N:36]1[C:2]1[CH:7]=[CH:6][C:5]([C:8]([N:10]2[CH2:15][CH2:14][N:13]([C:16]3[CH:21]=[CH:20][C:19]([CH3:22])=[CH:18][C:17]=3[CH3:23])[CH2:12][CH2:11]2)=[O:9])=[C:4]([N:24]2[CH2:28][CH2:27][CH2:26][S:25]2(=[O:30])=[O:29])[CH:3]=1)(=[O:46])[C:40]1[CH:41]=[CH:42][CH:43]=[CH:44][CH:45]=1. Procedure: By reaction and treatment in the same manner as in Preparation Example 91 and using [4-bromo-2-(1,1-dioxoisothiazolidin-2-yl)phenyl][4-(2,4-dimethylphenyl)piperazin-1-yl]methanone (1.72 g) described in Preparation Example 181 and benzoic acid (R)-2-oxooxazolidin-4-ylmethyl ester (852 mg), the title compound (2.12 g) was obtained. Reactants: COC=1C=C(C=C)C=CC1OC(C)OCC (3-methoxy-4-(1-ethoxyethoxy)styrene), C(C)OC(C)OC1=CC=C(C=C)C=C1 (4-(1-ethoxyethoxy)styrene). The reagents and catalysts are C(CCC)[Li] (n-butyl lithium). Run in CO (methanol), CO (methanol), CC(=O)C (acetone), O1CCCC1 (tetrahydrofuran), CO (methanol). Reaction conditions: temperature -78 celsius. Product: C(C)OC(C)OC1=CC=C(C=C)C=C1.COC=1C=C(C=C)C=CC1OC(C)OCC ([3-methoxy-4-(1-ethoxyethoxy)styrene]-[4-(1-ethoxyethoxy)styrene]). Isolated yield 148.0%. Reaction SMILES: [CH3:1][O:2][C:3]1[CH:4]=[C:5]([CH:8]=[CH:9][C:10]=1[O:11][CH:12]([O:14][CH2:15][CH3:16])[CH3:13])[CH:6]=[CH2:7].C(OC(OC1C=CC(C=C)=CC=1)C)C>O1CCCC1.CO.CC(C)=O.C([Li])CCC>[CH2:15]([O:14][CH:12]([O:11][C:10]1[CH:3]=[CH:4][C:5]([CH:6]=[CH2:7])=[CH:8][CH:9]=1)[CH3:13])[CH3:16].[CH3:1][O:2][C:3]1[CH:4]=[C:5]([CH:8]=[CH:9][C:10]=1[O:11][CH:12]([O:14][CH2:15][CH3:16])[CH3:13])[CH:6]=[CH2:7] |f:6.7|. Reported procedure: In a reaction vessel, 111.2 g (0.5 mol) of 3-methoxy-4-(1-ethoxyethoxy)styrene purified by distillation and 96.1 g (0.5 mol) of 4-(1-ethoxyethoxy)styrene (produced by Tosoh Corp.) were dissolved in 500 ml of dehydrated tetrahydrofuran. While stirring the resulting solution, a nitrogen gas was passed into the system and after cooling the system to −78° C., 0.02 mol of n-butyl lithium was added thereto and the polymerization was initiated. The polymerization degree was confirmed by sampling a part... Reactants: Cc1ccccc1, CCN(C(C)C)C(C)C, O=c1[nH]c2ccccc2n1CCCCl, Clc1ccc(N2CCNCC2)nc1, CN(C)C=O, O. Yields the product O=c1[nH]c2ccccc2n1CCCN1CCN(c2ccc(Cl)cn2)CC1. Reaction SMILES: [CH3:43][c:44]1[cH:45][cH:46][cH:47][cH:48][cH:49]1.[CH:28]([N:29]([CH:30]([CH3:31])[CH3:32])[CH2:33][CH3:34])([CH3:35])[CH3:36].[Cl:14][CH2:15][CH2:16][CH2:17][n:18]1[c:19](=[O:27])[nH:20][c:21]2[c:22]1[cH:23][cH:24][cH:25][cH:26]2.[N:1]1([c:7]2[n:8][cH:9][c:10]([Cl:13])[cH:11][cH:12]2)[CH2:2][CH2:3][NH:4][CH2:5][CH2:6]1.[O:38]=[CH:39][N:40]([CH3:41])[CH3:42].[OH2:37]>>[N:1]1([c:7]2[n:8][cH:9][c:10]([Cl:13])[cH:11][cH:12]2)[CH2:2][CH2:3][N:4]([CH2:15][CH2:16][CH2:17][n:18]2[c:19](=[O:27])[nH:20][c:21]3[c:22]2[cH:23][cH:24][cH:25][cH:26]3)[CH2:5][CH2:6]1.